This data is from the Open Reaction Database (ORD), a public repository of structured organic reaction records. The task is: describe an organic reaction: reactants, conditions, products, and yield Reactants: [Cl-].[Al+3].[Cl-].[Cl-] (aluminium chloride), C(CC)(=O)C1C(CC(CC1=O)C1(CC(CC(=C1)C)(C)C1CC(C(C(C1)=O)C(CC)=O)=O)C)=O (1,3-bis (2-propionylcyclohexane-1,3-dione-5-yl) mesitylene), C(C)(=O)Cl (Acetyl chloride), Cl (hydrochloric acid). Run in ClCCl (dichloromethane). Run at time 15 hour. Product: C(C)(=O)C1(CC(CC(C1)(C)C1CC(C(C(C1)=O)C(CC)=O)=O)(C)C1CC(C(C(C1)=O)C(CC)=O)=O)C (5-acetyl-1,3-bis(2-propionyl-cyclohexane-1,3-dione-5-yl)mesitylene). Yield: 65.0%. As a reaction SMILES: [C:1](Cl)(=[O:3])[CH3:2].[Cl-].[Al+3].[Cl-].[Cl-].[C:9]([CH:13]1[C:18](=[O:19])[CH2:17][CH:16]([C:20]2([CH3:40])[CH:25]=[C:24]([CH3:26])[CH2:23][C:22]([CH:28]3[CH2:33][C:32](=[O:34])[CH:31]([C:35](=[O:38])[CH2:36][CH3:37])[C:30](=[O:39])[CH2:29]3)([CH3:27])[CH2:21]2)[CH2:15][C:14]1=[O:41])(=[O:12])[CH2:10][CH3:11].Cl>ClCCl>[C:1]([C:24]1([CH3:26])[CH2:23][C:22]([CH:28]2[CH2:29][C:30](=[O:39])[CH:31]([C:35](=[O:38])[CH2:36][CH3:37])[C:32](=[O:34])[CH2:33]2)([CH3:27])[CH2:21][C:20]([CH:16]2[CH2:15][C:14](=[O:41])[CH:13]([C:9](=[O:12])[CH2:10][CH3:11])[C:18](=[O:19])[CH2:17]2)([CH3:40])[CH2:25]1)(=[O:3])[CH3:2] |f:1.2.3.4|. Procedure: Acetyl chloride (0.3 ml) was added to a cooled, stirred suspension of aluminium chloride (1.5 g) and 1,3-bis (2-propionylcyclohexane-1,3-dione-5-yl) mesitylene (1.0 g) in dichloromethane (30 ml). Stirring was continued as the solution was allowed to come to room temperature and then for a further 15 hours. The solution was poured into dilute hydrochloric acid and the organic layer was separated, dried (Mg SO4) and evaporated to give 5-acetyl-1,3-bis(2-propionyl-cyclohexane-1,3-dione-5-yl)mesityl... Reactants: CC(C)=O, [I-], [Na+], [Na+], [Na+], O=S([O-])([O-])=S, C=CCOC(=O)C1(C)CCC(COS(C)(=O)=O)CC1. Product: C=CCOC(=O)C1(C)CCC(CI)CC1. RXN SMILES: [CH3:29][C:30](=[O:31])[CH3:32].[I-:2].[Na+:1].[Na+:27].[Na+:28].[S:22]([O-:23])([O-:24])(=[O:25])=[S:26].[S:3]([O:4][CH2:8][CH:9]1[CH2:10][CH2:11][C:12]([C:15](=[O:16])[O:17][CH2:18][CH:19]=[CH2:20])([CH3:21])[CH2:13][CH2:14]1)([CH3:5])(=[O:6])=[O:7]>>[I:2][CH2:8][CH:9]1[CH2:10][CH2:11][C:12]([C:15](=[O:16])[O:17][CH2:18][CH:19]=[CH2:20])([CH3:21])[CH2:13][CH2:14]1. Starting materials: N#Cc1ccc(C(=O)Cl)cc1, Nc1ccc(N2CCN3CCC2CC3)cc1. Yields the product Cl, N#Cc1ccc(C(=O)Nc2ccc(N3CCN4CCC3CC4)cc2)cc1. RXN SMILES: [C:17](#[N:18])[c:19]1[cH:20][cH:21][c:22]([C:23](=[O:24])[Cl:25])[cH:26][cH:27]1.[N:1]12[CH2:2][CH2:3][N:4]([c:10]3[cH:11][cH:12][c:13]([NH2:16])[cH:14][cH:15]3)[CH:5]([CH2:6][CH2:7]1)[CH2:8][CH2:9]2>>[ClH:25].[N:1]12[CH2:2][CH2:3][N:4]([c:10]3[cH:11][cH:12][c:13]([NH:16][C:23]([c:22]4[cH:21][cH:20][c:19]([C:17]#[N:18])[cH:27][cH:26]4)=[O:24])[cH:14][cH:15]3)[CH:5]([CH2:6][CH2:7]1)[CH2:8][CH2:9]2.